Task: describe an organic reaction: reactants, conditions, products, and yield. Dataset: the Open Reaction Database (ORD), a public repository of structured organic reaction records Reactants: compound, C(C1=CC=CC=C1)OCC(CCOCCCCCCCCCCCCCCCCCC)=O (1-benzyloxy-4-octadecyloxy-2-butanone), BrCCC=C (4-bromo-1-butene), [Mg] (magnesium), Grignard reagent. Run in CCOCC (ether), CCOCC (ether). Reaction conditions: time 1 hour. Yields the product C(C1=CC=CC=C1)OCC(CCOCCCCCCCCCCCCCCCCCC)(CCC=C)O (3-benzyloxymethyl-3-hydroxy-1-octadecyloxy-hept-6-ene). Reaction SMILES: Br[CH2:2][CH2:3][CH:4]=[CH2:5].[Mg].[CH2:7]([O:14][CH2:15][C:16](=[O:38])[CH2:17][CH2:18][O:19][CH2:20][CH2:21][CH2:22][CH2:23][CH2:24][CH2:25][CH2:26][CH2:27][CH2:28][CH2:29][CH2:30][CH2:31][CH2:32][CH2:33][CH2:34][CH2:35][CH2:36][CH3:37])[C:8]1[CH:13]=[CH:12][CH:11]=[CH:10][CH:9]=1>CCOCC>[CH2:7]([O:14][CH2:15][C:16]([OH:38])([CH2:5][CH2:4][CH:3]=[CH2:2])[CH2:17][CH2:18][O:19][CH2:20][CH2:21][CH2:22][CH2:23][CH2:24][CH2:25][CH2:26][CH2:27][CH2:28][CH2:29][CH2:30][CH2:31][CH2:32][CH2:33][CH2:34][CH2:35][CH2:36][CH3:37])[C:8]1[CH:13]=[CH:12][CH:11]=[CH:10][CH:9]=1. Procedure: 1.12 g (8 mmol) of 4-bromo-1-butene in 15 ml of dry ether was reacted with 200 mg of magnesium turnings at reflux under a nitrogen atmosphere for 1 hour. The resulting Grignard reagent was cooled to -60° C. and then treated with 2.22 g (5 mmol) of the compound prepared in (b) above in 30 ml of ether. After 1 hour at -60° C., the mixture was warmed overnight to room temperature and then quenched with a saturated aqueous ammonium acetate solution and partitioned. The organic layer was then washed ... The reactants are C(C(=O)O)(=O)O (oxalic acid), O1[C@@H](C1)COC1=C2C=CNC2=CC=C1 ((S)-(+)-4-(oxiranylmethoxy)-1H-indole), C1(=CC=CC=C1)C1(CNCC1)C1=CC=CC=C1 (3,3-diphenylpyrrolidine), CO (methanol). The solvent is C(C)(=O)OCC (ethyl acetate), C(C)(=O)OCC (ethyl acetate). The product is C(C(=O)O)(=O)O.N1C=CC2=C(C=CC=C12)OC[C@H](CN1CC(CC1)(C1=CC=CC=C1)C1=CC=CC=C1)O ((2S)-(-)-1-(4-indolyloxy)-3-(3,3-diphenylpyrrolidin-1-yl)-2-propanol ethanedioate). RXN SMILES: [O:1]1[CH2:3][C@H:2]1[CH2:4][O:5][C:6]1[CH:14]=[CH:13][CH:12]=[C:11]2[C:7]=1[CH:8]=[CH:9][NH:10]2.[C:15]1([C:21]2([C:26]3[CH:31]=[CH:30][CH:29]=[CH:28][CH:27]=3)[CH2:25][CH2:24][NH:23][CH2:22]2)[CH:20]=[CH:19][CH:18]=[CH:17][CH:16]=1.[C:32]([OH:37])(=[O:36])[C:33]([OH:35])=[O:34].CO>C(OCC)(=O)C>[C:32]([OH:37])(=[O:36])[C:33]([OH:35])=[O:34].[NH:10]1[C:11]2[C:7](=[C:6]([O:5][CH2:4][C@@H:2]([OH:1])[CH2:3][N:23]3[CH2:24][CH2:25][C:21]([C:26]4[CH:31]=[CH:30][CH:29]=[CH:28][CH:27]=4)([C:15]4[CH:20]=[CH:19][CH:18]=[CH:17][CH:16]=4)[CH2:22]3)[CH:14]=[CH:13][CH:12]=2)[CH:8]=[CH:9]1 |f:5.6|. Procedure details: The title compound was prepared in similar fashion from (S)-(+)-4-(oxiranylmethoxy)-1H-indole and 3,3-diphenylpyrrolidine. The resulting free base was dissolved in ethyl acetate, and precipitated with one equivalent of oxalic acid in ethyl acetate in 68% overall yield. FDMS m/e=412 (M+ of free base). mp 193°-194°. α[D]589 =-9.11 (c=0.33, methanol). Starting materials: COC(=O)Cc1ccc(Cl)c2nc(C)c(Sc3ccc(Cl)cc3)c(C)c12, CO, [Li+], [OH-], O. The product is Cc1nc2c(Cl)ccc(CC(=O)O)c2c(C)c1Sc1ccc(Cl)cc1. As a reaction SMILES: [CH3:1][O:2][C:3]([CH2:4][c:5]1[c:6]2[c:7]([CH3:25])[c:8]([S:17][c:18]3[cH:19][cH:20][c:21]([Cl:24])[cH:22][cH:23]3)[c:9]([CH3:16])[n:10][c:11]2[c:12]([Cl:15])[cH:13][cH:14]1)=[O:26].[CH3:27][OH:28].[Li+:29].[OH-:30].[OH2:31]>>[O:2]=[C:3]([CH2:4][c:5]1[c:6]2[c:7]([CH3:25])[c:8]([S:17][c:18]3[cH:19][cH:20][c:21]([Cl:24])[cH:22][cH:23]3)[c:9]([CH3:16])[n:10][c:11]2[c:12]([Cl:15])[cH:13][cH:14]1)[OH:26]. Reactants: Cl, C1COCCO1, CCOC(=O)C1CCN(c2ccncc2)CC1. The product is Cl, O=C(O)C1CCN(c2ccncc2)CC1. As a reaction SMILES: [ClH:18].[O:19]1[CH2:20][CH2:21][O:22][CH2:23][CH2:24]1.[n:1]1[cH:2][cH:3][c:4]([N:7]2[CH2:8][CH2:9][CH:10]([C:13](=[O:14])[O:15][CH2:16][CH3:17])[CH2:11][CH2:12]2)[cH:5][cH:6]1>>[ClH:18].[n:1]1[cH:2][cH:3][c:4]([N:7]2[CH2:8][CH2:9][CH:10]([C:13](=[O:14])[OH:15])[CH2:11][CH2:12]2)[cH:5][cH:6]1. The reactants are C(CC(=O)OCC)(=O)OCC (diethyl malonate), COC1=C(C=O)C(=CC=C1)OC (2,6-dimethoxybenzaldehyde), N1CCCCC1 (piperidine), C(C)(=O)O (acetic acid). The solvent is C1(=CC=CC=C1)C (toluene), O (water). Yields the product COC1=C(C=C(C(=O)OCC)C(=O)OCC)C(=CC=C1)OC (diethyl (2,6-dimethoxybenzylidene)malonate). Reaction SMILES: [C:1]([O:9][CH2:10][CH3:11])(=[O:8])[CH2:2][C:3]([O:5][CH2:6][CH3:7])=[O:4].[CH3:12][O:13][C:14]1[CH:21]=[CH:20][CH:19]=[C:18]([O:22][CH3:23])[C:15]=1[CH:16]=O.N1CCCCC1.C(O)(=O)C>O.C1(C)C=CC=CC=1>[CH3:23][O:22][C:18]1[CH:19]=[CH:20][CH:21]=[C:14]([O:13][CH3:12])[C:15]=1[CH:16]=[C:2]([C:3]([O:5][CH2:6][CH3:7])=[O:4])[C:1]([O:9][CH2:10][CH3:11])=[O:8]. Procedure: A mixture of 1.52 ml of diethyl malonate, 1.66 g of 2,6-dimethoxybenzaldehyde, 0.1 ml of piperidine, 0.11 ml of glacial acetic acid and 100 ml of toluene was boiled at 110° C. on a water separator for 3.5 hours. The solution was extracted with 10% NaHCO3 solution and back-washed with saturated NaCl solution. The organic phase was dried, filtered under suction and evaporated under reduced pressure. There were obtained 2.8 g of diethyl (2,6-dimethoxybenzylidene)malonate, as a dark yellow oil.